From a dataset of the Open Reaction Database (ORD), a public repository of structured organic reaction records. describe an organic reaction: reactants, conditions, products, and yield Reactants: ClC1=CC=C2C(=CC=NC2=C1)N1C(C(C2=CC(=CC=C12)OC)CC(=O)O)C (1-(7-chloroquinol-4-yl)-5-methoxy-2-methylindolin-3-ylacetic acid), ClC1=CC=C2C(=CC=NC2=C1)N1C(C(C2=CC(=CC=C12)OC)CC(=O)O)C (1-(7-chloroquinol-4-yl)-5-methoxy-2-methylindolin-3-ylacetic acid). The solvent is C=1(C(=CC=CC1)C)C (xylene). Yields the product ClC1=CC=C2C(=CC=NC2=C1)N1C(=C(C2=CC(=CC=C12)OC)CC(=O)O)C (1-(7-chloroquinol-4-yl)-5-methoxy-2-methylindol-3-ylacetic acid). Reaction SMILES: [Cl:1][C:2]1[CH:11]=[C:10]2[C:5]([C:6]([N:12]3[C:20]4[C:15](=[CH:16][C:17]([O:21][CH3:22])=[CH:18][CH:19]=4)[CH:14]([CH2:23][C:24]([OH:26])=[O:25])[CH:13]3[CH3:27])=[CH:7][CH:8]=[N:9]2)=[CH:4][CH:3]=1>C1(C)C(C)=CC=CC=1>[Cl:1][C:2]1[CH:11]=[C:10]2[C:5]([C:6]([N:12]3[C:20]4[C:15](=[CH:16][C:17]([O:21][CH3:22])=[CH:18][CH:19]=4)[C:14]([CH2:23][C:24]([OH:26])=[O:25])=[C:13]3[CH3:27])=[CH:7][CH:8]=[N:9]2)=[CH:4][CH:3]=1. Reported procedure: A mixture of 1-(7-chloroquinol-4-yl)-5-methoxy-2-methylindolin-3-ylacetic acid (1g.) and 2,3,5,6-tetrachloro-1,4-benzoquinone (1g.) in dry xylene (50ml.) was refluxed for 2 hours. The solvent was removed in vacuo and the residue adsorbed on a column of chromatographic silica gel (50g.). The column was eluted with chloroform containing increasing amounts of methanol (starting with pure chloroform, and then using increments of 1% v/v of methanol in chloroform; product mainly eluted with 5% methano...